This data is from the Open Reaction Database (ORD), a public repository of structured organic reaction records. The task is: describe an organic reaction: reactants, conditions, products, and yield Reactants: ClC1=CC=C(C=N1)[C@H](CN(C(OC(C)(C)C)=O)CCC1=CC=C(C=C1)C1=CC(=C(C=C1)C(=O)NS(=O)(=O)CCCO)OC1CCCCC1)O (tert-butyl [(2R)-2-(6-chloro-3-pyridyl)-2-hydroxyethyl][2-[3′-(cyclohexyloxy)-4′-[[[(3-hydroxypropyl)sulfonyl]amino]carbonyl]-4-biphenylyl]-ethyl]carbamate), C(=O)[O-].[NH4+] (ammonium formate). Reagents/catalysts: [Pd] (palladium on carbon). The solvent is CO (methanol), O (water). Product: C1(CCCCC1)OC=1C=C(C=CC1C(=O)NS(=O)(=O)CCCO)C1=CC=C(C=C1)CCN(C(OC(C)(C)C)=O)C[C@@H](C=1C=NC=CC1)O (tert-butyl [2-[3′-(cyclohexyloxy)-4′-[[[(3-hydroxypropyl)sulfonyl]amino]carbonyl]-4-biphenylyl]ethyl][(2R)-2-hydroxy-2-(3-pyridyl)ethyl]carbamate). Yield: 84.8%. RXN SMILES: Cl[C:2]1[N:7]=[CH:6][C:5]([C@@H:8]([OH:49])[CH2:9][N:10]([CH2:18][CH2:19][C:20]2[CH:25]=[CH:24][C:23]([C:26]3[CH:31]=[CH:30][C:29]([C:32]([NH:34][S:35]([CH2:38][CH2:39][CH2:40][OH:41])(=[O:37])=[O:36])=[O:33])=[C:28]([O:42][CH:43]4[CH2:48][CH2:47][CH2:46][CH2:45][CH2:44]4)[CH:27]=3)=[CH:22][CH:21]=2)[C:11](=[O:17])[O:12][C:13]([CH3:16])([CH3:15])[CH3:14])=[CH:4][CH:3]=1.C([O-])=O.[NH4+]>[Pd].CO.O>[CH:43]1([O:42][C:28]2[CH:27]=[C:26]([C:23]3[CH:24]=[CH:25][C:20]([CH2:19][CH2:18][N:10]([CH2:9][C@H:8]([OH:49])[C:5]4[CH:6]=[N:7][CH:2]=[CH:3][CH:4]=4)[C:11](=[O:17])[O:12][C:13]([CH3:15])([CH3:16])[CH3:14])=[CH:21][CH:22]=3)[CH:31]=[CH:30][C:29]=2[C:32]([NH:34][S:35]([CH2:38][CH2:39][CH2:40][OH:41])(=[O:36])=[O:37])=[O:33])[CH2:48][CH2:47][CH2:46][CH2:45][CH2:44]1 |f:1.2|. Procedure: The mixture of tert-butyl [(2R)-2-(6-chloro-3-pyridyl)-2-hydroxyethyl][2-[3′-(cyclohexyloxy)-4′-[[[(3-hydroxypropyl)sulfonyl]amino]carbonyl]-4-biphenylyl]-ethyl]carbamate (145 mg), ammonium formate (128 mg) and palladium on carbon powder (50 mg) in methanol (2 ml) and water (0.2 ml) was refluxed for 50 minutes. The catalyst was filtered off and the filtrate was evaporated under reduced pressure. The residue was purified by column chromatography on silica gel (chloroform/methanol=94/6) to give te... The reactants are ClC1=CC(=CC(=C1)[N+](=O)[O-])CS(=O)(=O)C (1-chloro-3-[(methylsulfonyl)methyl]-5-nitrobenzene). The solvent is CO (methanol). The product is ClC=1C=C(N)C=C(C1)CS(=O)(=O)C (3-Chloro-5-[(methylsulfonyl)methyl]aniline). The yield is 93.9%. Reaction SMILES: [Cl:1][C:2]1[CH:7]=[C:6]([N+:8]([O-])=O)[CH:5]=[C:4]([CH2:11][S:12]([CH3:15])(=[O:14])=[O:13])[CH:3]=1>CO>[Cl:1][C:2]1[CH:7]=[C:6]([CH:5]=[C:4]([CH2:11][S:12]([CH3:15])(=[O:14])=[O:13])[CH:3]=1)[NH2:8]. Reported procedure: A solution of 1-chloro-3-[(methylsulfonyl)methyl]-5-nitrobenzene (4.6 g) in methanol (40 mL) was treated similarly as described in example 35.3. Crystallization of the crude product (4.6 g) from diethyl ether furnished the pure title compound (3.8 g) Yield: 55.7%. Run at temperature 0 celsius, time 8 hour. Starting materials: N(=NC(=O)OCC)C(=O)OCC (Diethyl azodicarboxylate), CC=1NC2=CC=C(C=C2C1C)NC1=NC=NC2=CC(=C(C=C12)OC)O (4-(2,3-dimethylindol-5-ylamino)-7-hydroxy-6-methoxyquinazoline), C1(=CC=CC=C1)P(C1=CC=CC=C1)C1=CC=CC=C1 (triphenylphosphine), N1(CCCC1)C/C=C/CO ((E)-4-(pyrrolidin-1-yl)but-2-en-1-ol). The product is CC=1NC2=CC=C(C=C2C1C)NC1=NC=NC2=CC(=C(C=C12)OC)OC\C=C\CN1CCCC1 (4-(2,3-dimethylindol-5-ylamino)-6-methoxy-7-((E)-4-(pyrrolidin-1-yl)but-2-en-1-yloxy)quinazoline). Reaction SMILES: N(C(OCC)=O)=NC(OCC)=O.[CH3:13][C:14]1[NH:15][C:16]2[C:21]([C:22]=1[CH3:23])=[CH:20][C:19]([NH:24][C:25]1[C:34]3[C:29](=[CH:30][C:31]([OH:37])=[C:32]([O:35][CH3:36])[CH:33]=3)[N:28]=[CH:27][N:26]=1)=[CH:18][CH:17]=2.C1(P(C2C=CC=CC=2)C2C=CC=CC=2)C=CC=CC=1.[N:57]1([CH2:62]/[CH:63]=[CH:64]/[CH2:65]O)[CH2:61][CH2:60][CH2:59][CH2:58]1>CN(C=O)C.ClCCl>[CH3:13][C:14]1[NH:15][C:16]2[C:21]([C:22]=1[CH3:23])=[CH:20][C:19]([NH:24][C:25]1[C:34]3[C:29](=[CH:30][C:31]([O:37][CH2:65]/[CH:64]=[CH:63]/[CH2:62][N:57]4[CH2:61][CH2:60][CH2:59][CH2:58]4)=[C:32]([O:35][CH3:36])[CH:33]=3)[N:28]=[CH:27][N:26]=1)=[CH:18][CH:17]=2. Run in CN(C)C=O (DMF), ClCCl (dichloromethane). Procedure details: Diethyl azodicarboxylate (65 μl, 0.4 mmol) was added in portions to a suspension of 4-(2,3-dimethylindol-5-ylamino)-7-hydroxy-6-methoxyquinazoline (68 mg, 0.2 mmol), triphenylphosphine (107 mg, 0.4 mmol), (E)-4-(pyrrolidin-1-yl)but-2-en-1-ol (40 mg, 0.28 mmol) in DMF (0.4 ml) and dichloromethane (1.5 ml) cooled at 0° C. The reaction mixture was left to warm up to ambient temperature and was stirred overnight. The mixture was poured onto a column of silica and was eluted with methylene chloride f... The reactants are C(O)([O-])=O.[Na+] (sodium hydrogen carbonate), FC1=CC=C(C=C1)N1C(C(=CC=C1C)C#N)=O (1-(4-fluorophenyl)-6-methyl-2-oxo-1,2-dihydropyridine-3-carbonitrile), O1CCCC1 (tetrahydrofuran), BrN1C(CCC1=O)=O (N-bromosuccinimide). Solvent: C(C)(=O)OCC (ethyl acetate), C(C)#N (acetonitrile). Conditions: temperature 60 celsius, time 8 hour. Product: BrC=1C=C(C(N(C1C)C1=CC=C(C=C1)F)=O)C#N (5-bromo-1-(4-fluorophenyl)-6-methyl-2-oxo-1,2-dihydropyridine-3-carbonitrile). Isolated yield 86.0%. As a reaction SMILES: [F:1][C:2]1[CH:7]=[CH:6][C:5]([N:8]2[C:13]([CH3:14])=[CH:12][CH:11]=[C:10]([C:15]#[N:16])[C:9]2=[O:17])=[CH:4][CH:3]=1.O1CCCC1.[Br:23]N1C(=O)CCC1=O.C(=O)([O-])O.[Na+]>C(#N)C.C(OCC)(=O)C>[Br:23][C:12]1[CH:11]=[C:10]([C:15]#[N:16])[C:9](=[O:17])[N:8]([C:5]2[CH:6]=[CH:7][C:2]([F:1])=[CH:3][CH:4]=2)[C:13]=1[CH3:14] |f:3.4|. Procedure details: To a solution of 1-(4-fluorophenyl)-6-methyl-2-oxo-1,2-dihydropyridine-3-carbonitrile (1 g, 4.05 mmol) in acetonitrile (10 mL)/tetrahydrofuran (5 mL) was added N-bromosuccinimide (792 mg, 4.46 mmol), and the mixture was stirred at 60° C. overnight. After cooling to room temperature, saturated aqueous sodium hydrogen carbonate solution and ethyl acetate were added to the reaction mixture, and the mixture was extracted 3 times with ethyl acetate. The organic layer was washed with saturated brine, ... Reactants: CCCC[N+](CCCC)(CCCC)CCCC.[F-] (TBAF), [Si](C)(C)(C(C)(C)C)OC=1C=CC(=C2C=CC=NC12)C1=CC=C(C=C1)C1=NC2=C(N1C1=CC=CC=C1)C=CC=C2 (8-(tert-butyldimethylsilanyloxy)-5-[4-(1-phenyl-1H-benzimidazol-2-yl)phenyl]quinoline). The solvent is C1CCOC1 (THF), C1CCOC1 (THF). Run at time 4 hour. Product: C1(=CC=CC=C1)N1C(=NC2=C1C=CC=C2)C2=CC=C(C=C2)C2=C1C=CC=NC1=C(C=C2)O (5-[4-(1-Phenyl-1H-benzimidazol-2-yl)phenyl]quinolin-8-ol). Reaction SMILES: CCCC[N+](CCCC)(CCCC)CCCC.[F-].[Si]([O:26][C:27]1[CH:28]=[CH:29][C:30]([C:37]2[CH:42]=[CH:41][C:40]([C:43]3[N:47]([C:48]4[CH:53]=[CH:52][CH:51]=[CH:50][CH:49]=4)[C:46]4[CH:54]=[CH:55][CH:56]=[CH:57][C:45]=4[N:44]=3)=[CH:39][CH:38]=2)=[C:31]2[C:36]=1[N:35]=[CH:34][CH:33]=[CH:32]2)(C(C)(C)C)(C)C>C1COCC1>[C:48]1([N:47]2[C:46]3[CH:54]=[CH:55][CH:56]=[CH:57][C:45]=3[N:44]=[C:43]2[C:40]2[CH:39]=[CH:38][C:37]([C:30]3[CH:29]=[CH:28][C:27]([OH:26])=[C:36]4[C:31]=3[CH:32]=[CH:33][CH:34]=[N:35]4)=[CH:42][CH:41]=2)[CH:49]=[CH:50][CH:51]=[CH:52][CH:53]=1 |f:0.1|. Reported procedure: A 1M TBAF solution in THF (22.4 ml, 22.4 mmol) is added dropwise to a solution of 8-(tert-butyldimethylsilanyloxy)-5-[4-(1-phenyl-1H-benzimidazol-2-yl)phenyl]quinoline (7.9 g, 14.90 mmol) in THF (20 ml). After stirring for 4 h, the mixture is washed with 5% aqueous NH4Cl (100 ml) solution and extracted with ethyl acetate (3×50 ml). The combined organic phases are dried over sodium sulfate, and the solvent is removed under reduced pressure. The crude product is purified by flash chromatography on... Starting materials: C(C1=CC=CC=C1)C1=CC=C(CO)C=C1 (4-benzylbenzyl alcohol), Br (hydrogen bromide), COC1=CC=C(CC2=CC=C(CBr)C=C2)C=C1 (4-(4-Methoxybenzyl)benzyl bromide). Yields the product C(C1=CC=CC=C1)C1=CC=C(CBr)C=C1 (4-Benzylbenzyl bromide). RXN SMILES: C(C1C=CC(CO)=CC=1)C1C=CC=CC=1.Br.CO[C:19]1[CH:33]=[CH:32][C:22]([CH2:23][C:24]2[CH:31]=[CH:30][C:27]([CH2:28][Br:29])=[CH:26][CH:25]=2)=[CH:21][CH:20]=1>>[CH2:23]([C:24]1[CH:25]=[CH:26][C:27]([CH2:28][Br:29])=[CH:30][CH:31]=1)[C:22]1[CH:21]=[CH:20][CH:19]=[CH:33][CH:32]=1. Procedure: 4-Benzylbenzyl bromide was prepared from 20 g. of 4-benzylbenzyl alcohol [Maquin et al., Compt. rend. 234, 629-31, 1952] and hydrogen bromide according to the procedure of Example 1, part (e). An oil (25.7 g.) was obtained which was used directly in the next reaction. The reactants are COC1=C(C=C(C=C1)C=CC)OC (1,2-dimethoxy-4-propenylbenzene), [H][H] (hydrogen). The reagents and catalysts are [Pd] (palladium charcoal). Run in CO (methanol). Yields the product C(CC)C=1C=C(C(=CC1)OC)OC (4-propylveratrole). Isolated yield 97.2%. RXN SMILES: [CH3:1][O:2][C:3]1[CH:8]=[CH:7][C:6]([CH:9]=[CH:10][CH3:11])=[CH:5][C:4]=1[O:12][CH3:13].[H][H]>[Pd].CO>[CH2:9]([C:6]1[CH:5]=[C:4]([O:12][CH3:13])[C:3]([O:2][CH3:1])=[CH:8][CH:7]=1)[CH2:10][CH3:11]. Reported procedure: An atmospheric pressure hydrogenation equipment was charged with 17.8 g (0.10 M) of 1,2-dimethoxy-4-propenylbenzene, 0.9 g of palladium charcoal and 350 ml of methanol and introduced with hydrogen. The reaction was continued until the absorption of hydrogen was terminated. Palladium charcoal was filtered off from the reaction mixture. The filtrate was distilled off methanol and vacuum distilled to obtain 17.5 g (0.097 M) of 4-propylveratrole as colorless transparent liquid having a boiling point... Reactants: CC1(OB(OC1(C)C)C1=CC=C(C=C1)Br)C (4-(4,4,5,5-Tetramethyl-1,3,2-dioxaborolan-2-yl)bromobenzene), CC(C#C)(C)N (1,1-dimethyl-prop-2-ynylamine). The reagents and catalysts are Cl[Pd]([P](C1=CC=CC=C1)(C2=CC=CC=C2)C3=CC=CC=C3)([P](C4=CC=CC=C4)(C5=CC=CC=C5)C6=CC=CC=C6)Cl (Pd(PPh3)2Cl2). The solvent is CN(C)C=O.CCN(CC)CC (DMF NEt3). The product is CC(C#CC1=CC=C(C=C1)B1OC(C(O1)(C)C)(C)C)(C)N (1,1-Dimethyl-3-[4-(4,4,5,5-tetramethyl-[1,3,2]dioxaborolan-2-yl)-phenyl]-prop-2-ynylamine). As a reaction SMILES: [CH3:1][C:2]1([CH3:16])[C:6]([CH3:8])([CH3:7])[O:5][B:4]([C:9]2[CH:14]=[CH:13][C:12](Br)=[CH:11][CH:10]=2)[O:3]1.[CH3:17][C:18]([NH2:22])([CH3:21])[C:19]#[CH:20]>CN(C=O)C.CCN(CC)CC.Cl[Pd](Cl)([P](C1C=CC=CC=1)(C1C=CC=CC=1)C1C=CC=CC=1)[P](C1C=CC=CC=1)(C1C=CC=CC=1)C1C=CC=CC=1>[CH3:17][C:18]([NH2:22])([CH3:21])[C:19]#[C:20][C:12]1[CH:13]=[CH:14][C:9]([B:4]2[O:3][C:2]([CH3:16])([CH3:1])[C:6]([CH3:8])([CH3:7])[O:5]2)=[CH:10][CH:11]=1 |f:2.3,^1:37,56|. Procedure details: 4-(4,4,5,5-Tetramethyl-1,3,2-dioxaborolan-2-yl)bromobenzene (J. Organomet. Chem. 2006, 691 (26), 5725) (200 mg; 0.71 mmol) 1,1-dimethyl-prop-2-ynylamine (350 mg; 4.25 mmol) Pd(PPh3)2Cl2 (99 mg; 0.14 mmol) and Cul (27 mg; 0.14 mmol) are dissolved in DMF/NEt3 (3.5 ml/1.5 ml) and microwaved at 100° C. for 20 minutes. The reaction mixture is evaporated and purified via chromatography (SiO2; TBME/MeOH/M/NH3conc 95:5:0.8) to yield the title compound as yellowish crystals. H-NMR (400 Hz; DMSO-d6): 7.64... The reactants are ClNC(CCCCCCCCCCCCCCCCC)=O (stearic N-chloramide), N(C)CC(=O)O.[OH-].[Na+] (sarcosine sodium hydroxide). Solvent: O (water). Product: C(CCCCCCCCCCCCCCCC)NC(=O)NC(CCCCCCCCCCCCCCCCC)=O (N-n-heptadecyl-N'-stearoyl urea). RXN SMILES: Cl[NH:2][C:3](=[O:21])[CH2:4][CH2:5][CH2:6][CH2:7][CH2:8][CH2:9][CH2:10][CH2:11][CH2:12][CH2:13][CH2:14][CH2:15][CH2:16][CH2:17][CH2:18][CH2:19][CH3:20].[NH:22]([CH2:24][C:25](O)=O)[CH3:23].[OH-:28].[Na+]>O>[CH2:24]([NH:22][C:23]([NH:2][C:3](=[O:21])[CH2:4][CH2:5][CH2:6][CH2:7][CH2:8][CH2:9][CH2:10][CH2:11][CH2:12][CH2:13][CH2:14][CH2:15][CH2:16][CH2:17][CH2:18][CH2:19][CH3:20])=[O:28])[CH2:25][CH2:17][CH2:16][CH2:15][CH2:14][CH2:13][CH2:12][CH2:11][CH2:10][CH2:9][CH2:8][CH2:7][CH2:6][CH2:5][CH2:4][CH3:3] |f:1.2.3|. Procedure details: In accordance with the procedures described in Example 19, 31.75 g (0.1 mol) stearic N-chloramide was reacted with sarcosine/sodium hydroxide in water to yield 88% by weight of N-n-heptadecyl-N'-stearoyl urea of the formula ##STR20## having a melting point of 110° C.